Dataset: the Open Reaction Database (ORD), a public repository of structured organic reaction records. Task: describe an organic reaction: reactants, conditions, products, and yield Reactants: CCOc1cc(C(O)c2ccc(OC)c(O[Si](C)(C)C(C)(C)C)c2)ccc1OC, ClCCl. Yields the product CCOc1cc(C(=O)c2ccc(OC)c(O[Si](C)(C)C(C)(C)C)c2)ccc1OC. RXN SMILES: [C:1]([CH3:2])([CH3:3])([CH3:4])[Si:5]([O:6][c:7]1[cH:8][c:9]([CH:15]([OH:16])[c:17]2[cH:18][c:19]([O:25][CH2:26][CH3:27])[c:20]([O:23][CH3:24])[cH:21][cH:22]2)[cH:10][cH:11][c:12]1[O:13][CH3:14])([CH3:28])[CH3:29].[Cl:30][CH2:31][Cl:32]>>[C:1]([CH3:2])([CH3:3])([CH3:4])[Si:5]([O:6][c:7]1[cH:8][c:9]([C:15](=[O:16])[c:17]2[cH:18][c:19]([O:25][CH2:26][CH3:27])[c:20]([O:23][CH3:24])[cH:21][cH:22]2)[cH:10][cH:11][c:12]1[O:13][CH3:14])([CH3:28])[CH3:29]. Starting materials: ClC=1C2=C(N=C(N1)C)N(C=C2I)COCC[Si](C)(C)C (4-chloro-5-iodo-2-methyl-7-{[2-(trimethylsilyl)ethoxy]methyl}-7H-pyrrolo[2,3-d]pyrimidine), C[C@H]1CN(CCO1)C=1C2=C(N=CN1)NC=C2C=2C=C(C#N)C=CC2 (3-{4-[(2S)-2-Methylmorpholin-4-yl]-7H-pyrrolo[2,3-d]pyrimidin-5-yl}benzonitrile). Product: IC1=CN(C=2N=C(N=C(C21)N2CCOCC2)C)COCC[Si](C)(C)C (5-iodo-2-methyl-4-(morpholin-4-yl)-7-{[2-(trimethylsilyl)ethoxy]methyl}-7H-pyrrolo[2,3-d]pyrimidine). RXN SMILES: Cl[C:2]1[C:3]2[C:11]([I:12])=[CH:10][N:9]([CH2:13][O:14][CH2:15][CH2:16][Si:17]([CH3:20])([CH3:19])[CH3:18])[C:4]=2[N:5]=[C:6]([CH3:8])[N:7]=1.C[C@@H:22]1[O:27][CH2:26][CH2:25][N:24](C2C3C(C4C=C(C=CC=4)C#N)=CNC=3N=CN=2)[CH2:23]1>>[I:12][C:11]1[C:3]2[C:2]([N:24]3[CH2:25][CH2:26][O:27][CH2:22][CH2:23]3)=[N:7][C:6]([CH3:8])=[N:5][C:4]=2[N:9]([CH2:13][O:14][CH2:15][CH2:16][Si:17]([CH3:20])([CH3:19])[CH3:18])[CH:10]=1. Reported procedure: The product was prepared from 4-chloro-5-iodo-2-methyl-7-{[2-(trimethylsilyl)ethoxy]methyl}-7H-pyrrolo[2,3-d]pyrimidine (C23) according to the method described for synthesis of 3-{4-[(2S)-2-methylmorpholin-4-yl]-7H-pyrrolo[2,3-d]pyrimidin-5-yl}benzonitrile (6) in Example 6. In this case, purification was carried out via silica gel chromatography (Gradient: 0% to 50% ethyl acetate in petroleum ether) to provide the product as a yellow oil. Yield: 300 mg, 0.63 mmol, 67%. LCMS m/z 475.2 [M+H+]. Reactants: N (ammonia), NCCC(=O)O (β-alanine), [OH-].[Na+] (sodium hydroxide), [BH4-].[Na+] (sodium borohydride), C1(=CC=CC=C1)CCCOC1=CC=C(C=C1)/C(=C/C=O)/C ((2E)-3-[4-(3-phenylpropoxy)phenyl]but-2-enal), COC(OC)OC (trimethoxymethane), Cl (hydrochloric acid). The product is Cl.C1(=CC=CC=C1)CCCOC1=CC=C(C=C1)/C(=C/CNCCC(=O)O)/C (3-({(2E)-3-[4-(3-phenylpropoxy)phenyl]-2-butenyl}amino)propanoic acid hydrochloride). Conditions: temperature 0 celsius, time 30 minute. RXN SMILES: [NH2:1][CH2:2][CH2:3][C:4]([OH:6])=[O:5].[OH-].[Na+].COC(OC)OC.[C:16]1([CH2:22][CH2:23][CH2:24][O:25][C:26]2[CH:31]=[CH:30][C:29](/[C:32](/[CH3:36])=[CH:33]/[CH:34]=O)=[CH:28][CH:27]=2)[CH:21]=[CH:20][CH:19]=[CH:18][CH:17]=1.[BH4-].[Na+].[ClH:39].N>CO.O1CCCC1.O.C(Cl)(Cl)Cl>[ClH:39].[C:16]1([CH2:22][CH2:23][CH2:24][O:25][C:26]2[CH:27]=[CH:28][C:29](/[C:32](/[CH3:36])=[CH:33]/[CH2:34][NH:1][CH2:2][CH2:3][C:4]([OH:6])=[O:5])=[CH:30][CH:31]=2)[CH:17]=[CH:18][CH:19]=[CH:20][CH:21]=1 |f:1.2,5.6,13.14|. Reported procedure: To a suspension of β-alanine (433 mg) in methanol (30 ml), sodium hydroxide (204 mg) was added. Then, trimethoxymethane (532 μl) was added to the mixture at 0° C. Further, a solution of (2E)-3-[4-(3-phenylpropoxy)phenyl]but-2-enal (1.43 g) in a mixture of methanol (30 ml) and tetrahydrofuran (10 ml) was added. The reaction mixture was stirred at 0° C. for 30 minutes. To the mixture, sodium borohydride (221 mg) was added at 0° C. The reaction mixture was stirred at 0° C. for 30 minutes. After add... The solvent is CO (methanol), C(Cl)(Cl)Cl (chloroform), CO (methanol), CO (methanol), O1CCCC1 (tetrahydrofuran), O (water).